This data is from the Open Reaction Database (ORD), a public repository of structured organic reaction records. The task is: describe an organic reaction: reactants, conditions, products, and yield Reactants: NC=1N=CN(C1C(=O)N)CC1=CC(=CC=C1)OC (4-amino-1-(3-methoxybenzyl)-5-imidazole carboxamide), C(C1=CN=CC=C1)(=O)O (nicotinic acid). The product is COC=1C=C(CN2C=NC(=C2C(=O)N)NC(=O)C=2C=NC=CC2)C=CC1 (1-(3-methoxybenzyl)-4-(3-pyridylcarbonylamino)-5-imidazolecarboxamide). Yield: 62.0%. Reaction SMILES: [NH2:1][C:2]1[N:3]=[CH:4][N:5]([CH2:10][C:11]2[CH:16]=[CH:15][CH:14]=[C:13]([O:17][CH3:18])[CH:12]=2)[C:6]=1[C:7]([NH2:9])=[O:8].[C:19](O)(=[O:26])[C:20]1[CH:25]=[CH:24][CH:23]=[N:22][CH:21]=1>>[CH3:18][O:17][C:13]1[CH:12]=[C:11]([CH:16]=[CH:15][CH:14]=1)[CH2:10][N:5]1[C:6]([C:7]([NH2:9])=[O:8])=[C:2]([NH:1][C:19]([C:20]2[CH:21]=[N:22][CH:23]=[CH:24][CH:25]=2)=[O:26])[N:3]=[CH:4]1. Reported procedure: An amidation reaction and post-treatment were carried out under the same conditions as in Example 19, using 2.96 g (12.0 mmol) of 4-amino-1-(3-methoxybenzyl)-5-imidazole carboxamide which was prepared in the same manner as in Example 81 and nicotinic acid instead of cyclopentylacetic acid to obtain 2.61 g of 1-(3-methoxybenzyl)-4-(3-pyridylcarbonylamino)-5-imidazolecarboxamide (yield 62%). The reactants are CC(C)(C)OP(=O)(OCCN1CCN(C(=O)OCc2ccccc2)CC1=O)OC(C)(C)C, CO, [H][H]. Product: CC(C)(C)OP(=O)(OCCN1CCNCC1=O)OC(C)(C)C. Reaction SMILES: [C:1]([CH3:2])([CH3:3])([CH3:4])[O:5][P:6](=[O:7])([O:8][C:9]([CH3:10])([CH3:11])[CH3:12])[O:13][CH2:14][CH2:15][N:16]1[C:17](=[O:32])[CH2:18][N:19]([C:22]([O:23][CH2:24][c:25]2[cH:26][cH:27][cH:28][cH:29][cH:30]2)=[O:31])[CH2:20][CH2:21]1.[CH3:35][OH:36].[H:33][H:34]>>[C:1]([CH3:2])([CH3:3])([CH3:4])[O:5][P:6](=[O:7])([O:8][C:9]([CH3:10])([CH3:11])[CH3:12])[O:13][CH2:14][CH2:15][N:16]1[C:17](=[O:32])[CH2:18][NH:19][CH2:20][CH2:21]1. Starting materials: [OH-].[Na+] (sodium hydroxide), COC(C(NC(C)=O)CC1=CC=CC=C1)=O (N-acetyl-DL-phenylalanine methyl ester), precipitate, resultant two-layer-system. Solvent: CCC(CCCC)=O (3-heptanone), CCC(CCCC)=O (3-heptanone). The product is N[C@@H](CC1=CC=CC=C1)C(=O)O (L-phenylalanine). Reaction SMILES: [OH-].[Na+].C[O:4][C:5](=[O:18])[CH:6]([CH2:11][C:12]1[CH:17]=[CH:16][CH:15]=[CH:14][CH:13]=1)[NH:7]C(=O)C>CCC(=O)CCCC>[NH2:7][C@H:6]([C:5]([OH:18])=[O:4])[CH2:11][C:12]1[CH:17]=[CH:16][CH:15]=[CH:14][CH:13]=1 |f:0.1|. Procedure: The aqueous layer obtained was adjusted to pH 8 by adding 1 N aqueous sodium hydroxide. To this aqueous layer was added a solution of 1 g of the N-acetyl-DL-phenylalanine methyl ester obtained in step (iv) of Example 3 in 5 ml of 3-heptanone. The resultant two-layer-system mixture was shaken in the same manner as above at a temperature of 37° C. for 12 hours (repeated reaction run No. 1). When the reaction was completed, the pH of the aqueous layer was 5.50. Upon cooling the reaction mixture com... The reactants are [C-]#N, CNc1ccccc1, CC(C)(N=C=O)c1ccc(Cl)c(Cl)c1, c1ccccc1. Product: CN(C(=O)NC(C)(C)c1ccc(Cl)c(Cl)c1)c1ccccc1. As a reaction SMILES: [C-:15]#[N:16].[CH3:17][NH:18][c:19]1[cH:20][cH:21][cH:22][cH:23][cH:24]1.[Cl:1][c:2]1[cH:3][c:4]([C:5]([CH3:6])([CH3:7])[N:8]=[C:9]=[O:10])[cH:11][cH:12][c:13]1[Cl:14].[cH:25]1[cH:26][cH:27][cH:28][cH:29][cH:30]1>>[Cl:1][c:2]1[cH:3][c:4]([C:5]([CH3:6])([CH3:7])[NH:8][C:9](=[O:10])[N:18]([CH3:17])[c:19]2[cH:20][cH:21][cH:22][cH:23][cH:24]2)[cH:11][cH:12][c:13]1[Cl:14].